describe an organic reaction: reactants, conditions, products, and yield From a dataset of the Open Reaction Database (ORD), a public repository of structured organic reaction records. The reactants are Compound 32, ClC1=CC(=C(C=C1OC1=CC=C(C=C1)O)N1N=C(N(C1=O)C(F)F)C)F (1-[4-chloro-2-fluoro-5-(4-hydroxyphenoxy)phenyl]-4-difluoromethyl-4,5-dihydro-3-methyl-1,2,4-triazol-5(1H)-one), CS(=O)(=O)NC(C(C)Br)=O (N-methylsulfonyl-2-bromopropionamide), C([O-])([O-])=O.[K+].[K+] (potassium carbonate). Solvent: CC(=O)C (acetone). Product: CS(=O)(=O)NC(C(C)OC1=CC=C(C=C1)OC1=C(C=C(C(=C1)N1N=C(N(C1=O)C(F)F)C)F)Cl)=O (N-methylsulfonyl-2-[4-[2-chloro-4-fluoro-5-(4-difluoromethyl-4,5 -dihydro-3-methyl-5-oxo-1H-1,2,4-triazol-1-yl)phenoxy]phenoxy]-propionamide). Isolated yield 40.1%. Reaction SMILES: [Cl:1][C:2]1[C:7]([O:8][C:9]2[CH:14]=[CH:13][C:12]([OH:15])=[CH:11][CH:10]=2)=[CH:6][C:5]([N:16]2[C:20](=[O:21])[N:19]([CH:22]([F:24])[F:23])[C:18]([CH3:25])=[N:17]2)=[C:4]([F:26])[CH:3]=1.[CH3:27][S:28]([NH:31][C:32](=[O:36])[CH:33](Br)[CH3:34])(=[O:30])=[O:29].C(=O)([O-])[O-].[K+].[K+]>CC(C)=O>[CH3:27][S:28]([NH:31][C:32](=[O:36])[CH:33]([O:15][C:12]1[CH:13]=[CH:14][C:9]([O:8][C:7]2[CH:6]=[C:5]([N:16]3[C:20](=[O:21])[N:19]([CH:22]([F:23])[F:24])[C:18]([CH3:25])=[N:17]3)[C:4]([F:26])=[CH:3][C:2]=2[Cl:1])=[CH:10][CH:11]=1)[CH3:34])(=[O:30])=[O:29] |f:2.3.4|. Procedure: In a manner similar to Step D of Example 1, the reaction of 0.60 g (0.0015 mole) of 1-[4-chloro-2-fluoro-5-(4-hydroxyphenoxy)phenyl]-4-difluoromethyl-4,5-dihydro-3-methyl-1,2,4-triazol-5(1H)-one, 0.32 g (0.0014 mole) of N-methylsulfonyl-2-bromopropionamide, and 0.24 g (0.0017 mole) of potassium carbonate in 20 mL of acetone produced 0.3 g of N-methylsulfonyl-2-[4-[2-chloro-4-fluoro-5-(4-difluoromethyl-4,5 -dihydro-3-methyl-5-oxo-1H-1,2,4-triazol-1-yl)phenoxy]phenoxy]-propionamide as an oil, Comp... Starting materials: FC1=CC=C(C=C1)B(O)O ((4-Fluoro-phenyl)-dihydroxy-borane), BrC1=CC=2C(NCCC2S1)=O (2-bromo-6,7-dihydro-5H-thieno[3,2-c]pyridin-4-one), C(=O)([O-])[O-].[Na+].[Na+] (Na2CO3), C(C)OC(C)=O (ethylacetate). As a reaction SMILES: [F:1][C:2]1[CH:7]=[CH:6][C:5](B(O)O)=[CH:4][CH:3]=1.Br[C:12]1[S:20][C:19]2[CH2:18][CH2:17][NH:16][C:15](=[O:21])[C:14]=2[CH:13]=1.C([O-])([O-])=O.[Na+].[Na+].C(OC(=O)C)C>C1(C)C=CC=CC=1.O.CCCCCC.C1C=CC([P]([Pd]([P](C2C=CC=CC=2)(C2C=CC=CC=2)C2C=CC=CC=2)([P](C2C=CC=CC=2)(C2C=CC=CC=2)C2C=CC=CC=2)[P](C2C=CC=CC=2)(C2C=CC=CC=2)C2C=CC=CC=2)(C2C=CC=CC=2)C2C=CC=CC=2)=CC=1>[F:1][C:2]1[CH:7]=[CH:6][C:5]([C:12]2[S:20][C:19]3[CH2:18][CH2:17][NH:16][C:15](=[O:21])[C:14]=3[CH:13]=2)=[CH:4][CH:3]=1 |f:2.3.4,^1:51,53,72,91|. The yield is 87.9%. Yields the product FC1=CC=C(C=C1)C1=CC=2C(NCCC2S1)=O (2-(4-Fluoro-phenyl)-6,7-dihydro-5H-thieno[3,2-c]pyridin-4-one). Reagents/catalysts: C=1C=CC(=CC1)[P](C=2C=CC=CC2)(C=3C=CC=CC3)[Pd]([P](C=4C=CC=CC4)(C=5C=CC=CC5)C=6C=CC=CC6)([P](C=7C=CC=CC7)(C=8C=CC=CC8)C=9C=CC=CC9)[P](C=1C=CC=CC1)(C=1C=CC=CC1)C=1C=CC=CC1 (Pd(PPh3)4). Conditions: temperature 100 celsius, time 8 hour. Procedure details: (4-Fluoro-phenyl)-dihydroxy-borane (232 mg, 1.66 mmol) was added to a stirred suspension of 2-bromo-6,7-dihydro-5H-thieno[3,2-c]pyridin-4-one (I-14d: 300 mg, 1.38 mmol) and Na2CO3 (211.8 mg, 2.0175 mmol) in toluene (20 mL) and water (3 mL) with continuous argon purging. This was followed by the addition of Pd(PPh3)4 (159 mg, 0.138 mmol) and the resulting mixture was stirred at 100° C. overnight. The reaction was monitored by TLC (50% ethylacetate in hexane). The reaction mixture was filtered; th... Solvent: C1(=CC=CC=C1)C (toluene), O (water), CCCCCC (hexane). The reactants are O=C([O-])[O-], COc1ccc(CN(c2ccc(OC)cn2)c2cc(Cl)nn3c(C#N)cnc23)cc1, [Cs+], [Cs+], [Cu]I, CC(=O)Nc1cc(N)ccc1C, O=C(C=Cc1ccccc1)C=Cc1ccccc1, O=C(C=Cc1ccccc1)C=Cc1ccccc1, O=C(C=Cc1ccccc1)C=Cc1ccccc1, [Pd], [Pd]. Product: COc1ccc(CN(c2ccc(OC)cn2)c2cc(Nc3ccc(C)c(NC(C)=O)c3)nn3c(C#N)cnc23)cc1. Reaction SMILES: [C:43](=[O:44])([O-:45])[O-:46].[Cl:1][c:2]1[cH:3][c:4]([N:13]([CH2:14][c:15]2[cH:16][cH:17][c:18]([O:21][CH3:22])[cH:19][cH:20]2)[c:23]2[n:24][cH:25][c:26]([O:29][CH3:30])[cH:27][cH:28]2)[c:5]2[n:6]([n:7]1)[c:8]([C:11]#[N:12])[cH:9][n:10]2.[Cs+:47].[Cs+:48].[Cu:105][I:106].[NH2:31][c:32]1[cH:33][cH:34][c:35]([CH3:42])[c:36]([NH:38][C:39]([CH3:40])=[O:41])[cH:37]1.[O:51]=[C:52]([CH:53]=[CH:54][c:55]1[cH:56][cH:57][cH:58][cH:59][cH:60]1)[CH:61]=[CH:62][c:63]1[cH:64][cH:65][cH:66][cH:67][cH:68]1.[O:69]=[C:70]([CH:71]=[CH:72][c:73]1[cH:74][cH:75][cH:76][cH:77][cH:78]1)[CH:79]=[CH:80][c:81]1[cH:82][cH:83][cH:84][cH:85][cH:86]1.[O:87]=[C:88]([CH:89]=[CH:90][c:91]1[cH:92][cH:93][cH:94][cH:95][cH:96]1)[CH:97]=[CH:98][c:99]1[cH:100][cH:101][cH:102][cH:103][cH:104]1.[Pd:49].[Pd:50]>>[c:2]1([NH:31][c:32]2[cH:33][cH:34][c:35]([CH3:42])[c:36]([NH:38][C:39]([CH3:40])=[O:41])[cH:37]2)[cH:3][c:4]([N:13]([CH2:14][c:15]2[cH:16][cH:17][c:18]([O:21][CH3:22])[cH:19][cH:20]2)[c:23]2[n:24][cH:25][c:26]([O:29][CH3:30])[cH:27][cH:28]2)[c:5]2[n:6]([n:7]1)[c:8]([C:11]#[N:12])[cH:9][n:10]2. Reactants: solid, C9, FCCBr (2-Fluoroethyl bromide), ClC1=C(C(=CC=C1F)F)C1=C(C=2C(=NC=CN2)NC1=O)OC(C(C)(C)C)=O (2,2-dimethyl-propionic acid 7-(2-chloro-3,6-difluoro-phenyl)-6-oxo-5,6-dihydro-pyrido[2,3-b]pyrazin-8-yl ester), C([O-])([O-])=O.[K+].[K+] (potassium carbonate), [I-].[K+] (potassium iodide). Solvent: CN(C=O)C (N,N-dimethylformamide). Reaction conditions: temperature 120 celsius. Product: ClC1=C(C(=CC=C1F)F)C1=C(C=2C(=NC=CN2)N(C1=O)CCF)OC(C(C)(C)C)=O (2,2-dimethyl-propionic acid 7-(2-chloro-3,6-difluoro-phenyl)-5-(2-fluoro-ethyl)-6-oxo-5,6-dihydro-pyrido[2,3-b]pyrazin-8-yl ester). Reaction SMILES: [F:1][CH2:2][CH2:3]Br.[Cl:5][C:6]1[C:11]([F:12])=[CH:10][CH:9]=[C:8]([F:13])[C:7]=1[C:14]1[C:23](=[O:24])[NH:22][C:17]2=[N:18][CH:19]=[CH:20][N:21]=[C:16]2[C:15]=1[O:25][C:26](=[O:31])[C:27]([CH3:30])([CH3:29])[CH3:28].C(=O)([O-])[O-].[K+].[K+].[I-].[K+]>CN(C)C=O>[Cl:5][C:6]1[C:11]([F:12])=[CH:10][CH:9]=[C:8]([F:13])[C:7]=1[C:14]1[C:23](=[O:24])[N:22]([CH2:3][CH2:2][F:1])[C:17]2=[N:18][CH:19]=[CH:20][N:21]=[C:16]2[C:15]=1[O:25][C:26](=[O:31])[C:27]([CH3:28])([CH3:30])[CH3:29] |f:2.3.4,5.6|. Procedure: 2-Fluoroethyl bromide was added to a mixture of 2,2-dimethyl-propionic acid 7-(2-chloro-3,6-difluoro-phenyl)-6-oxo-5,6-dihydro-pyrido[2,3-b]pyrazin-8-yl ester (Example 1.3) (0.20 g), potassium carbonate (0.207 g) and potassium iodide (catalytic amount) in N,N-dimethylformamide (10 ml). The reaction mixture was heated in the microwave for 20 minutes at 120° C. The reaction mixture was concentrated and the residue was purified by column chromatography on silica gel (eluent: ethyl acetate/hexane 1:... The reactants are COC1=CC=C(C(=O)OC)C=C1 (methyl 4-methoxybenzoate), COC1=CC=C(C=C1)CC#N (4-methoxy phenylacetonitrile), [Li+].CC(C)[N-]C(C)C (LDA). The solvent is C1CCOC1 (THF). Run at time 8 hour. The product is NC1=C(C(C2=CC=C(C=C12)OC)=O)C1=CC=C(C=C1)OC (3-Amino-5-methoxy-2-(4-methoxyphenyl)-1H-inden-1-one). The yield is 65.0%. RXN SMILES: [CH3:1][O:2][C:3]1[CH:12]=[CH:11][C:6]([C:7]([O:9]C)=O)=[CH:5][CH:4]=1.[CH3:13][O:14][C:15]1[CH:20]=[CH:19][C:18]([CH2:21][C:22]#[N:23])=[CH:17][CH:16]=1.[Li+].CC([N-]C(C)C)C>C1COCC1>[NH2:23][C:22]1[C:5]2[C:6](=[CH:11][CH:12]=[C:3]([O:2][CH3:1])[CH:4]=2)[C:7](=[O:9])[C:21]=1[C:18]1[CH:19]=[CH:20][C:15]([O:14][CH3:13])=[CH:16][CH:17]=1 |f:2.3|. Reported procedure: A mixture of methyl 4-methoxybenzoate (1.47 g, 7.47 mmole) and 4-methoxy phenylacetonitrile (1.00 g, 6.79 mmole) in dry THF (15 mL) was slowly added to 20 ml of 2.0 M of LDA at −10° C. The mixture was gradually allowed to warm to room temperature and left to stir overnight. The reaction was quenched with water and most of the THF was removed via vacuum. The crude aminoindenone was then filtered, dried and recrystallized from isopropanol to give a red orange solid (65% yield, m.p. 213° C.); MS m/...